From a dataset of the Open Reaction Database (ORD), a public repository of structured organic reaction records. describe an organic reaction: reactants, conditions, products, and yield Starting materials: Oc1cccc(Br)c1, ClC(Cl)(Cl)Cl, CC(C)(C)O, [Na+], O=C([O-])O, O=S(=O)(O)O. The product is CC(C)(C)c1ccc(Br)cc1O. Reaction SMILES: [Br:1][c:2]1[cH:3][c:4]([OH:8])[cH:5][cH:6][cH:7]1.[C:24]([Cl:25])([Cl:26])([Cl:27])[Cl:28].[CH3:9][C:10]([CH3:11])([CH3:12])[OH:13].[Na+:23].[O-:19][C:20]([OH:21])=[O:22].[S:14](=[O:15])(=[O:16])([OH:17])[OH:18]>>[Br:1][c:2]1[cH:3][c:4]([OH:8])[c:5]([C:10]([CH3:9])([CH3:11])[CH3:12])[cH:6][cH:7]1. The reactants are O=C(c1c[nH]c2ncc(Br)nc12)C12CC3CC(CC(C3)C1)C2, COc1cc(B(O)O)cc(OC)c1OC. Product: COc1cc(-c2cnc3[nH]cc(C(=O)C45CC6CC(CC(C6)C4)C5)c3n2)cc(OC)c1OC. RXN SMILES: [C:1]12([C:11](=[O:12])[c:13]3[cH:14][nH:15][c:16]4[n:17][cH:18][c:19]([Br:22])[n:20][c:21]34)[CH2:2][CH:3]3[CH2:4][CH:5]([CH2:6][CH:7]([CH2:8]1)[CH2:9]3)[CH2:10]2.[CH3:23][O:24][c:25]1[cH:26][c:27]([B:35]([OH:36])[OH:37])[cH:28][c:29]([O:33][CH3:34])[c:30]1[O:31][CH3:32]>>[C:1]12([C:11](=[O:12])[c:13]3[cH:14][nH:15][c:16]4[n:17][cH:18][c:19](-[c:27]5[cH:26][c:25]([O:24][CH3:23])[c:30]([O:31][CH3:32])[c:29]([O:33][CH3:34])[cH:28]5)[n:20][c:21]34)[CH2:2][CH:3]3[CH2:4][CH:5]([CH2:6][CH:7]([CH2:8]1)[CH2:9]3)[CH2:10]2. Reactants: Nc1ccc2c(c1)OCO2, Cc1ccccc1, O=C(Cl)Cl. The product is O=C=Nc1ccc2c(c1)OCO2. As a reaction SMILES: [CH2:1]1[O:2][c:3]2[cH:4][c:5]([NH2:6])[cH:7][cH:8][c:9]2[O:10]1.[CH3:15][c:16]1[cH:17][cH:18][cH:19][cH:20][cH:21]1.[Cl:11][C:12]([Cl:13])=[O:14]>>[CH2:1]1[O:2][c:3]2[cH:4][c:5]([N:6]=[C:12]=[O:14])[cH:7][cH:8][c:9]2[O:10]1. The reactants are S(C=1C=CC=CC1)CC. Reagents/catalysts: O1B(OC(C)(C)C1(C)C)B2OC(C)(C)C(O2)(C)C, N=1C=CC(=CC1C=2N=CC=C(C2)C)C, C[OH2+].C[OH2+].C1CC=CCCC=C1.C1CC=CCCC=C1.[Ir].[Ir]. Solvent: C=1C=C(C=CC1C)C. Conditions: temperature 55 celsius, time 24 hour. The product is O1B(OC(C)(C)C1(C)C)C=2C=CC=CC2SCC, O1B(OC(C)(C)C1(C)C)C=2C=CC=C(SCC)C2. Yield: 30.0%. Reported procedure: dtbpy: The mixture of product (110 mg, 83% yield, ortho/meta + para = 0.29); meta- and para- isomers (5b+5bʹ) were obtained by further purification of the crude mixture by GPC (77 mg, 58% yield), colorless oil; Starting materials: C(=C)[B-](F)(F)F.[K+] (Potassium vinyltrifluoroborate), CCOC(=O)C (EtOAc), O (water), TEA, BrC1=C(C=C2C=CN=C(C2=C1)O[C@@H]1C[C@H](N(C1)C(=O)OC(C)(C)C)C(=O)O)OC ((4R)-4-[(7-bromo-6-methoxyisoquinolin-1-yl)oxy]-1-(tert-butoxycarbonyl)-L-proline). Reagents/catalysts: C1=CC=C(C=C1)P([C-]2C=CC=C2)C3=CC=CC=C3.C1=CC=C(C=C1)P([C-]2C=CC=C2)C3=CC=CC=C3.Cl[Pd]Cl.[Fe+2].C(Cl)Cl (PdCl2(dppf) CH2Cl2). Run in CCO (EtOH). Reaction conditions: temperature 100 celsius, time 18 hour. The product is C(C)(C)(C)OC(=O)N1[C@H](C(=O)O)C[C@H](C1)OC1=NC=CC2=CC(=C(C=C12)C=C)OC ((4R)-1-(tert-Butoxycarbonyl)-4-[(6-methoxy-7-vinylisoquinolin-1-yl)oxy]-proline). Reaction SMILES: Br[C:2]1[CH:11]=[C:10]2[C:5]([CH:6]=[CH:7][N:8]=[C:9]2[O:12][C@H:13]2[CH2:17][N:16]([C:18]([O:20][C:21]([CH3:24])([CH3:23])[CH3:22])=[O:19])[C@H:15]([C:25]([OH:27])=[O:26])[CH2:14]2)=[CH:4][C:3]=1[O:28][CH3:29].[CH:30]([B-](F)(F)F)=[CH2:31].[K+].CCOC(C)=O.O>CCO.C1C=CC(P(C2C=CC=CC=2)[C-]2C=CC=C2)=CC=1.C1C=CC(P(C2C=CC=CC=2)[C-]2C=CC=C2)=CC=1.Cl[Pd]Cl.[Fe+2].C(Cl)Cl>[C:21]([O:20][C:18]([N:16]1[CH2:17][C@H:13]([O:12][C:9]2[C:10]3[C:5](=[CH:4][C:3]([O:28][CH3:29])=[C:2]([CH:30]=[CH2:31])[CH:11]=3)[CH:6]=[CH:7][N:8]=2)[CH2:14][C@H:15]1[C:25]([OH:27])=[O:26])=[O:19])([CH3:22])([CH3:24])[CH3:23] |f:1.2,6.7.8.9.10|. Reported procedure: TEA (0.24 mL, 1.70 mmol) was added to a solution of (4R)-4-[(7-bromo-6-methoxyisoquinolin-1-yl)oxy]-1-(tert-butoxycarbonyl)-L-proline (560 mg, 1.13 mmol) in EtOH (30 mL). Potassium vinyltrifluoroborate (227 mg, 1.70 mmol) and PdCl2(dppf)-CH2Cl2 adduct (46 mg, 0.06 mmol) were then added, and the reaction mixture was stirred at 100° C. for 18 h. The reaction mixture was worked up with EtOAc and water, and the layers were separated. The organic layer was washed with brine, dried over MgSO4, filtere...